This data is from the Open Reaction Database (ORD), a public repository of structured organic reaction records. The task is: describe an organic reaction: reactants, conditions, products, and yield The reactants are NC=1C2=C(N=CN1)N(C=C2C2=CC=C(C=C2)OC2=CC=CC=C2)C2CCC(CC2)=CC(=O)O (2-{4-[4-amino-5-(4-phenoxyphenyl)-7H-pyrrolo[2,3-d]pyrimidin-7-yl]cyclohexyliden}acetic acid), [OH-].[Na+] (sodium hydroxide), C(C)O (ethanol), O (water). Yield: 84.6%. RXN SMILES: [NH2:1][C:2]1[C:3]2[C:10]([C:11]3[CH:16]=[CH:15][C:14]([O:17][C:18]4[CH:23]=[CH:22][CH:21]=[CH:20][CH:19]=4)=[CH:13][CH:12]=3)=[CH:9][N:8]([CH:24]3[CH2:29][CH2:28][C:27](=[CH:30][C:31]([OH:33])=[O:32])[CH2:26][CH2:25]3)[C:4]=2[N:5]=[CH:6][N:7]=1.[OH-].[Na+].C(O)C.O>[Pd].C(O)(=O)C>[NH2:1][C:2]1[C:3]2[C:10]([C:11]3[CH:12]=[CH:13][C:14]([O:17][C:18]4[CH:23]=[CH:22][CH:21]=[CH:20][CH:19]=4)=[CH:15][CH:16]=3)=[CH:9][N:8]([CH:24]3[CH2:25][CH2:26][CH:27]([CH2:30][C:31]([OH:33])=[O:32])[CH2:28][CH2:29]3)[C:4]=2[N:5]=[CH:6][N:7]=1 |f:1.2|. Reaction conditions: time 20 hour. The product is NC=1C2=C(N=CN1)N(C=C2C2=CC=C(C=C2)OC2=CC=CC=C2)C2CCC(CC2)CC(=O)O (2-{4-[4-amino-5-(4-phenoxyphenyl)-7H-pyrrolo[2,3-d]pyrimidin-7-yl]cyclohexyl}acetic acid). The reagents and catalysts are [Pd] (palladium on activated carbon). The solvent is C(C)(=O)O (acetic acid). Reported procedure: A mixture of 2-{4-[4-amino-5-(4-phenoxyphenyl)-7H-pyrrolo[2,3-d]pyrimidin-7-yl]cyclohexyliden}acetic acid (0.60 g, 1.36 mmol), 10% palladium on activated carbon (0.18 g), 1M aqueous sodium hydroxide (9 mL) and ethanol (60 mL) was hydrogenated under an atmosphere of hydrogen (60 psi) for 20 hours and filtered through a pad of celite. The filtrate was evaporated under reduced pressure to yield a white solid which was taken into water (20 mL) followed by addition of 1M acetic acid (20 mL) to precip... Reactants: N1=C(N2CCOC3=CC=CC1=C23)NS(=O)(=O)C2=CC=CC=C2 (N-(3,4-Dihydro-5-oxa-1,2a-diaza-acenaphthylen-2-yl)-benzenesulfonamide), BrCC1=CC=C(C=C1)C(F)(F)F (1-bromomethyl-4-trifluoromethyl-benzene), C([O-])([O-])=O.[K+].[K+] (potassium carbonate). Run in CN(C)C=O (DMF), CCOC(=O)C (EtOAc). Reaction conditions: temperature 120 celsius. The product is N1=C(N2CCOC3=CC=CC1=C23)N(S(=O)(=O)C2=CC=CC=C2)CC2=CC=C(C=C2)C(F)(F)F (N-(3,4-dihydro-5-oxa-1,2a-diaza-acenaphthylen-2-yl)-N-(4-trifluoromethyl-benzyl)-benzenesulfonamide). RXN SMILES: [N:1]1[C:11]2=[C:12]3[C:7](=[CH:8][CH:9]=[CH:10]2)[O:6][CH2:5][CH2:4][N:3]3[C:2]=1[NH:13][S:14]([C:17]1[CH:22]=[CH:21][CH:20]=[CH:19][CH:18]=1)(=[O:16])=[O:15].Br[CH2:24][C:25]1[CH:30]=[CH:29][C:28]([C:31]([F:34])([F:33])[F:32])=[CH:27][CH:26]=1.C(=O)([O-])[O-].[K+].[K+]>CN(C=O)C.CCOC(C)=O>[N:1]1[C:11]2=[C:12]3[C:7](=[CH:8][CH:9]=[CH:10]2)[O:6][CH2:5][CH2:4][N:3]3[C:2]=1[N:13]([CH2:24][C:25]1[CH:26]=[CH:27][C:28]([C:31]([F:32])([F:33])[F:34])=[CH:29][CH:30]=1)[S:14]([C:17]1[CH:18]=[CH:19][CH:20]=[CH:21][CH:22]=1)(=[O:16])=[O:15] |f:2.3.4|. Procedure details: To a solution of N-(3,4-Dihydro-5-oxa-1,2a-diaza-acenaphthylen-2-yl)-benzenesulfonamide (125 mg, 0.40 mmol) in DMF (2.5 mL) was added 1-bromomethyl-4-trifluoromethyl-benzene (190 mg, 0.80 mmol) and potassium carbonate (55 mg). The resulting mixture was heated to 120° C. in a microwave reactor for 1 h. The resulting mixture was then diluted with EtOAc, washed with H2O and the organic layer was dried over Na2SO4, filtered, and concentrated in vacuo. The resultant residue was purified by flash colu... Starting materials: COC1=C(C=CC(=C1)SC)C=1NC2=C(C=NC=C2)N1 (2-(2-methoxy-4-methylmercaptophenyl)imidazo[4,5-c]pyridine), C(C)O (ethanol), ClC1=CC(=CC=C1)C(=O)OO (meta-chloroperbenzoic acid). Solvent: C(Cl)(Cl)Cl (chloroform), C(Cl)(Cl)Cl (chloroform). Run at temperature -35 celsius. Product: Cl.COC1=C(C=CC(=C1)S(=O)C)C=1NC2=C(C=NC=C2)N1 (2-(2-methoxy-4-methylsulfinylphenyl)imidazo[4,5-c]pyridine hydrochloride). As a reaction SMILES: [CH3:1][O:2][C:3]1[CH:8]=[C:7]([S:9][CH3:10])[CH:6]=[CH:5][C:4]=1[C:11]1[NH:12][C:13]2[CH:18]=[CH:17][N:16]=[CH:15][C:14]=2[N:19]=1.C([OH:22])C.[Cl:23]C1C=CC=C(C(OO)=O)C=1>C(Cl)(Cl)Cl>[ClH:23].[CH3:1][O:2][C:3]1[CH:8]=[C:7]([S:9]([CH3:10])=[O:22])[CH:6]=[CH:5][C:4]=1[C:11]1[NH:12][C:13]2[CH:18]=[CH:17][N:16]=[CH:15][C:14]=2[N:19]=1 |f:4.5|. Procedure details: Two grams of 2-(2-methoxy-4-methylmercaptophenyl)imidazo[4,5-c]pyridine were dissolved in 50 ml. of hot ethanol and then cooled. One hundred milliliters of chloroform were added and the solution was cooled to -30 to -40° C. by means of an external cooling bath. A solution of 1.455 g. of 85% meta-chloroperbenzoic acid in 10 ml. of chloroform was added to the solution over a one hour period. The solution was stirred for three additional hours at -30 to -40° C. The reaction was then warmed to room ...